Dataset: the Open Reaction Database (ORD), a public repository of structured organic reaction records. Task: describe an organic reaction: reactants, conditions, products, and yield Reactants: O=C([O-])[O-], CCCCCCN1C(=O)C=CC1=O, CN(C)C=O, N#CC(Cl)c1cccc([N+](=O)[O-])c1, [I-], [K+], [K+], [Na+], O. Product: CCCCCCN1C(=O)C2C(C1=O)C2(C#N)c1cccc([N+](=O)[O-])c1. Reaction SMILES: [C:27](=[O:28])([O-:29])[O-:30].[CH2:14]([CH2:15][CH2:16][CH2:17][CH2:18][CH3:19])[N:20]1[C:21](=[O:26])[CH:22]=[CH:23][C:24]1=[O:25].[CH3:35][N:36]([CH3:37])[CH:38]=[O:39].[Cl:1][CH:2]([C:3]#[N:4])[c:5]1[cH:6][c:7]([N+:11](=[O:12])[O-:13])[cH:8][cH:9][cH:10]1.[I-:34].[K+:31].[K+:32].[Na+:33].[OH2:40]>>[C:2]1([C:3]#[N:4])([c:5]2[cH:6][c:7]([N+:11](=[O:12])[O-:13])[cH:8][cH:9][cH:10]2)[CH:22]2[C:21](=[O:26])[N:20]([CH2:14][CH2:15][CH2:16][CH2:17][CH2:18][CH3:19])[C:24](=[O:25])[CH:23]12. The reactants are [BH4-], Cc1ccccc1, CCOC(C)=O, O=CC1CC1, CCOC(=O)c1c(-c2ccc(C(C)(C)C)cc2)c2cc(N)ccc2n1Cc1cccc(OC)c1, [Na+]. Yields the product CCOC(=O)c1c(-c2ccc(C(C)(C)C)cc2)c2cc(NCC3CC3)ccc2n1Cc1cccc(OC)c1. As a reaction SMILES: [BH4-:40].[CH3:42][c:43]1[cH:44][cH:45][cH:46][cH:47][cH:48]1.[CH3:49][CH2:50][O:51][C:52](=[O:53])[CH3:54].[CH:1]1([CH:4]=[O:5])[CH2:2][CH2:3]1.[NH2:6][c:7]1[cH:8][c:9]2[c:10](-[c:30]3[cH:31][cH:32][c:33]([C:36]([CH3:37])([CH3:38])[CH3:39])[cH:34][cH:35]3)[c:11]([C:25](=[O:26])[O:27][CH2:28][CH3:29])[n:12]([CH2:16][c:17]3[cH:18][c:19]([O:23][CH3:24])[cH:20][cH:21][cH:22]3)[c:13]2[cH:14][cH:15]1.[Na+:41]>>[CH:1]1([CH2:4][NH:6][c:7]2[cH:8][c:9]3[c:10](-[c:30]4[cH:31][cH:32][c:33]([C:36]([CH3:37])([CH3:38])[CH3:39])[cH:34][cH:35]4)[c:11]([C:25](=[O:26])[O:27][CH2:28][CH3:29])[n:12]([CH2:16][c:17]4[cH:18][c:19]([O:23][CH3:24])[cH:20][cH:21][cH:22]4)[c:13]3[cH:14][cH:15]2)[CH2:2][CH2:3]1.